Dataset: the Open Reaction Database (ORD), a public repository of structured organic reaction records. Task: describe an organic reaction: reactants, conditions, products, and yield Reactants: C(C)(C)(C)OC(=O)N1C([C@@H](C[C@H]1C(=O)O)C)=O ((3R,5S)-1-t-Butoxycarbonyl-5-carboxy-3-methylpyrrolidine-2-one), O.[OH-].[Li+] (lithium hydroxide monohydrate), O (water). Run in C1CCOC1 (THF), C1CCOC1 (THF). Product: C(C)(C)(C)OC(=O)N[C@@H](C[C@H](C(=O)O)C)C(=O)O ((2S,4R)-N-t-Butoxycarbonyl-4-methyl glutamic acid). Isolated yield 98.8%. Reaction SMILES: [C:1]([O:5][C:6]([N:8]1[C@H:12]([C:13]([OH:15])=[O:14])[CH2:11][C@@H:10]([CH3:16])[C:9]1=[O:17])=[O:7])([CH3:4])([CH3:3])[CH3:2].[OH2:18].[OH-].[Li+].O>C1COCC1>[C:1]([O:5][C:6]([NH:8][C@H:12]([C:13]([OH:15])=[O:14])[CH2:11][C@@H:10]([CH3:16])[C:9]([OH:17])=[O:18])=[O:7])([CH3:4])([CH3:3])[CH3:2] |f:1.2.3|. Procedure details: A solution of (3R,5S)-1-t-Butoxycarbonyl-5-carboxy-3-methylpyrrolidine-2-one (6.2 g, 25.5 mmol) in THF (50 mL) was treated with lithium hydroxide monohydrate (3 eq, 3.20 g) and water (5 mL). After stirring for 16 hr at room temperature the THF was removed in vacuo and water (20 mL) was added. The pH was adjusted to 3 by the addition of glacial acetic acid, ether (100 mL) was added and the layers separated. The aqueous phase was extracted with ether (3 x 100 mL) and the combined organic phases we... Reactants: C1=CC=C(C=C1)/C=C/C[C@@H](C(=O)O)N (L-Styryl alanine). Run in CO (MeOH). Conditions: time 2 hour. Yields the product N[C@H](C(=O)O)CCCC1=CC=CC=C1 ((S)-2-amino-5-phenyl-pentanoic acid). Isolated yield 101.5%. RXN SMILES: [CH:1]1[CH:6]=[CH:5][C:4](/[CH:7]=[CH:8]/[CH2:9][C@H:10]([NH2:14])[C:11]([OH:13])=[O:12])=[CH:3][CH:2]=1>CO>[NH2:14][C@@H:10]([CH2:9][CH2:8][CH2:7][C:4]1[CH:3]=[CH:2][CH:1]=[CH:6][CH:5]=1)[C:11]([OH:13])=[O:12]. Procedure details: L-Styryl alanine 1 (50 mg, 0.26 mmol) was dissolved in MeOH (5 mL) and the reaction vessel was flushed with nitrogen. Catalytic amount of palladium (10% on carbon) was added and the reaction vessel was placed under a hydrogen atmosphere. The mixture was stirred for 2 h at room temperature, then filtered over celite. The organic solvent was removed in vacuo to yield (S)-2-amino-5-phenyl-pentanoic acid 2 (51 mg, quant.) as a white powder: 1H-NMR (400 MHz, CD3OD) δ=7.42–7.25 (m, 5H), 3.71 (t, J=6.0... Reactants: Cl (hydrocloride), NC1=NC(=CC(=N1)C1CC1)C (2-amino-4-cyclopropyl-6-methylpyrimidine), COC(OC)=O (dimethylcarbonate), [H-].[Na+] (sodium hydride). The solvent is O1CCCC1 (tetrahydrofuran). Conditions: temperature 25 celsius, time 1 hour. Yields the product COC(NC1=NC(=CC(=N1)C1CC1)C)=O (Methyl(4-cyclopropyl-6-methylpyrimidin-2-yl)carbamate). As a reaction SMILES: [NH2:1][C:2]1[N:7]=[C:6]([CH:8]2[CH2:10][CH2:9]2)[CH:5]=[C:4]([CH3:11])[N:3]=1.[H-].[Na+].[CH3:14][O:15][C:16](=O)[O:17]C.Cl>O1CCCC1>[CH3:14][O:15][C:16](=[O:17])[NH:1][C:2]1[N:7]=[C:6]([CH:8]2[CH2:10][CH2:9]2)[CH:5]=[C:4]([CH3:11])[N:3]=1 |f:1.2|. Reported procedure: To a suspension of 53.7 g of 2-amino-4-cyclopropyl-6-methylpyrimidine in 1000 ml of tetrahydrofuran is added portionwise, under a nitrogen atmosphere, 42.8 g of 50% sodium hydride while cooling the reaction flask in an ice-water bath. After stirring one hour at 25° C. 58.5 g of dimethylcarbonate is added dropwise at 5° to 25°. The suspension is stirred about 16 hours at ambient temperatures, then 80 ml of concentrated hydrocloride acid is added dropwise under a nitrogen atmosphere while maintain... The reactants are O=C1N2C(=NC=3C=C(C=CC13)C(=O)OC)C=CC(=N2)C(=O)OCC (2-ethyl 7-methyl 10-oxo-10H-pyridazino[6,1-b]quinazoline-2,7-dicarboxylate). Run in Cl (hydrochloric acid). Product: O=C1N2C(=NC=3C=C(C=CC13)C(=O)O)C=CC(=N2)C(=O)O (10-Oxo-10H-pyridazino[6,1-b]quinazoline-2,7-dicarboxylic acid). RXN SMILES: [O:1]=[C:2]1[C:11]2[CH:10]=[CH:9][C:8]([C:12]([O:14]C)=[O:13])=[CH:7][C:6]=2[N:5]=[C:4]2[CH:16]=[CH:17][C:18]([C:20]([O:22]CC)=[O:21])=[N:19][N:3]12>Cl>[O:1]=[C:2]1[C:11]2[CH:10]=[CH:9][C:8]([C:12]([OH:14])=[O:13])=[CH:7][C:6]=2[N:5]=[C:4]2[CH:16]=[CH:17][C:18]([C:20]([OH:22])=[O:21])=[N:19][N:3]12. Procedure: A suspension of 2-ethyl 7-methyl 10-oxo-10H-pyridazino[6,1-b]quinazoline-2,7-dicarboxylate (Example 3, Step A) in 10% hydrochloric acid was refluxed under nitrogen for 12 h. The mixture was cooled and filtered to give the titled compound as a yellow solid, mp>360° C. Reactants: [H-].[Al+3].[Li+].[H-].[H-].[H-] (lithium aluminum hydride), FC=1C=CC(=C(C(=O)O)C1)[Se][Se]C1=C(C(=O)O)C=C(C=C1)F (2,2′-diselenobis(5fluorobenzoic acid)). The solvent is O1CCCC1 (tetrahydrofuran), O1CCCC1 (tetrahydrofuran). Yields the product C1=CC(=C(C=C1F)CO)[Se][Se]C2=C(C=C(C=C2)F)CO (2,2′-diselenobis(5-fluorobenzyl alcohol)). Reaction SMILES: [H-].[Al+3].[Li+].[H-].[H-].[H-].[F:7][C:8]1[CH:9]=[CH:10][C:11]([Se:17][Se:18][C:19]2[CH:27]=[CH:26][C:25]([F:28])=[CH:24][C:20]=2[C:21](O)=[O:22])=[C:12]([CH:16]=1)[C:13](O)=[O:14]>O1CCCC1>[CH:26]1[C:25]([F:28])=[CH:24][C:20]([CH2:21][OH:22])=[C:19]([Se:18][Se:17][C:11]2[CH:10]=[CH:9][C:8]([F:7])=[CH:16][C:12]=2[CH2:13][OH:14])[CH:27]=1 |f:0.1.2.3.4.5|. Procedure: To lithium aluminum hydride (0.89 g, 23 mmol) in dry tetrahydrofuran (20 mL) under argon at room temperature, 2,2′-diselenobis(5-fluorobenzoic acid) (116) (2.05 g, 4.70 mmol) dissolved in 10 mL of dry tetrahydrofuran was added dropwise. After refluxing for 50 minutes, the mixture was quenched with 20 mL of water and extracted with ethyl acetate. The aqueous solution was left sitting overnight with consequent precipitation of 815 mg (42%) of 137 as yellow needles with mp 112° C. IR (KBr) 3214 (br... The reactants are C(C)(C)(C)OC(N[C@H]([C@H](C[C@@H](C)C(NCCCC)=O)O)CC1=CC(=CC=C1)OCC1=CC=CC=C1)=O ([(1S*,2S*,4R*)-1-(3-Benzyloxy-benzyl)-4-butylcarbamoyl-2-hydroxy-pentyl]-carbamic acid tert-butyl ester). The reagents and catalysts are [Pd] (Pd/C). Yields the product C(C)(C)(C)OC(N[C@H]([C@H](C[C@@H](C)C(NCCCC)=O)O)CC1=CC(=CC=C1)O)=O ([(1S*,2S*,4R*)-4-Butylcarbamoyl-2-hydroxy-1-(3-hydroxy-benzyl)-pentyl]-carbamic acid tert-butyl ester). Isolated yield 93.8%. RXN SMILES: [C:1]([O:5][C:6](=[O:36])[NH:7][C@@H:8]([CH2:21][C:22]1[CH:27]=[CH:26][CH:25]=[C:24]([O:28]CC2C=CC=CC=2)[CH:23]=1)[C@@H:9]([OH:20])[CH2:10][C@H:11]([C:13](=[O:19])[NH:14][CH2:15][CH2:16][CH2:17][CH3:18])[CH3:12])([CH3:4])([CH3:3])[CH3:2]>[Pd]>[C:1]([O:5][C:6](=[O:36])[NH:7][C@@H:8]([CH2:21][C:22]1[CH:27]=[CH:26][CH:25]=[C:24]([OH:28])[CH:23]=1)[C@@H:9]([OH:20])[CH2:10][C@H:11]([C:13](=[O:19])[NH:14][CH2:15][CH2:16][CH2:17][CH3:18])[CH3:12])([CH3:3])([CH3:4])[CH3:2]. Procedure: [(1S*,2S*,4R*)-1-(3-Benzyloxy-benzyl)-4-butylcarbamoyl-2-hydroxy-pentyl]-carbamic acid tert-butyl ester (240 mg, 0.48 mmol) is hydrogenated (5 atm H2) at rt with 10% Pd/C (Engelhard 4505, 60 mg) for 2 h. The catalyst is filtered off and after evaporation the residue is purified by chromatography on silica (Flashmaster, DCM to DCM/methanol 85/15) to give a white foam (184 mg). Starting materials: [Si](C1=CC=CC=C1)(C1=CC=CC=C1)(C(C)(C)C)OC1CN(C1)C=1OC=C(N1)C#N (3-t-butyldiphenylsilyloxy-1-(4-cyano-1,3-oxazol-2-yl)azetidine), [F-].C(CCC)[N+](CCCC)(CCCC)CCCC (tetra-n-butylammonium fluoride). Solvent: O1CCCC1 (tetrahydrofuran), O1CCCC1 (tetrahydrofuran). Conditions: time 1 hour. Product: C(#N)C=1N=C(OC1)N1CC(C1)O (1-(4-cyano-1,3-oxazol-2-yl)-3-hydroxyazetidine). Isolated yield 84.2%. RXN SMILES: [Si]([O:18][CH:19]1[CH2:22][N:21]([C:23]2[O:24][CH:25]=[C:26]([C:28]#[N:29])[N:27]=2)[CH2:20]1)(C(C)(C)C)(C1C=CC=CC=1)C1C=CC=CC=1.[F-].C([N+](CCCC)(CCCC)CCCC)CCC>O1CCCC1>[C:28]([C:26]1[N:27]=[C:23]([N:21]2[CH2:22][CH:19]([OH:18])[CH2:20]2)[O:24][CH:25]=1)#[N:29] |f:1.2|. Procedure details: To a solution of 3-t-butyldiphenylsilyloxy-1-(4-cyano-1,3-oxazol-2-yl)azetidine (0.61 g, 1.51 mmol) (obtained as described in Reference Example 23(1)) in tetrahydrofuran (30 ml) was added a solution of 1.0M tetra-n-butylammonium fluoride in tetrahydrofuran (1.5 ml) in an ice bath, and the mixture was stirred for 1 hour. After checking the completion of the reaction, the reaction mixture was concentrated under reduced pressure. The residue was purified by chromatography on a silica gel column usi... The reactants are B(Br)(Br)Br (Boron tribromide), solution, NC1=NC=2C=CC=CC2C2=C1N=C(N2CC(C(=O)N)(C)C)COCC (3-[4-amino-2-(ethoxymethyl)-1H-imidazo[4,5-c]quinolin-1-yl)-2,2-dimethylpropanamide), [OH-].[K+] (potassium hydroxide), solution. The solvent is ClCCl (dichloromethane), ClCCCl (1,2-dichloroethane), CO (methanol). Reaction conditions: temperature 0 celsius, time 8 hour. Yields the product NC1=NC=2C=CC=CC2C2=C1N=C(N2CC(C(=O)N)(C)C)CO (3-[4-amino-2-(hydroxymethyl)-1H-imidazo[4,5-c]quinolin-1-yl)-2,2-dimethylpropanamide). As a reaction SMILES: B(Br)(Br)Br.[NH2:5][C:6]1[C:15]2[N:16]=[C:17]([CH2:26][O:27]CC)[N:18]([CH2:19][C:20]([CH3:25])([CH3:24])[C:21]([NH2:23])=[O:22])[C:14]=2[C:13]2[CH:12]=[CH:11][CH:10]=[CH:9][C:8]=2[N:7]=1.[OH-].[K+]>ClCCl.ClCCCl.CO>[NH2:5][C:6]1[C:15]2[N:16]=[C:17]([CH2:26][OH:27])[N:18]([CH2:19][C:20]([CH3:25])([CH3:24])[C:21]([NH2:23])=[O:22])[C:14]=2[C:13]2[CH:12]=[CH:11][CH:10]=[CH:9][C:8]=2[N:7]=1 |f:2.3|. Reported procedure: Boron tribromide (15 mL of a 1 N solution in dichloromethane) was added to a solution of 3-[4-amino-2-(ethoxymethyl)-1H-imidazo[4,5-c]quinolin-1-yl)-2,2-dimethylpropanamide (1.1 g, 3.2 mmol, Example 28) in 1,2-dichloroethane (35 mL). The reaction was heated at reflux for 35 minutes, cooled to approximately 0° C., and adjusted to pH 8 with the addition of a solution of potassium hydroxide (90 mL of a 0.5 N solution in methanol). The volatiles were removed under reduced pressure, and the residue w... Reactants: ClC1=C(C=CC=2N(N=NC21)CC2CC2)C#C[Si](C)(C)C (4-chloro-1-(cyclopropylmethyl)-5-[(trimethylsilyl)ethynyl]-1H-benzotriazole), C([O-])([O-])=O.[K+].[K+] (potassium carbonate). The solvent is CO (MeOH), C1CCOC1 (THF). Run at time 18 hour. The product is ClC1=C(C=CC=2N(N=NC21)CC2CC2)C#C (4-chloro-1-(cyclopropylmethyl)-5-ethynyl-1H-benzotriazole). As a reaction SMILES: [Cl:1][C:2]1[C:10]2[N:9]=[N:8][N:7]([CH2:11][CH:12]3[CH2:14][CH2:13]3)[C:6]=2[CH:5]=[CH:4][C:3]=1[C:15]#[C:16][Si](C)(C)C.C(=O)([O-])[O-].[K+].[K+]>CO.C1COCC1>[Cl:1][C:2]1[C:10]2[N:9]=[N:8][N:7]([CH2:11][CH:12]3[CH2:13][CH2:14]3)[C:6]=2[CH:5]=[CH:4][C:3]=1[C:15]#[CH:16] |f:1.2.3|. Procedure: A solution of 4-chloro-1-(cyclopropylmethyl)-5-[(trimethylsilyl)ethynyl]-1H-benzotriazole (0.72 g, 2.4 mmol) in MeOH (21 mL) and THF (2.1 mL) was treated with potassium carbonate (0.33 g, 2.4 mmol) and stirred for 18 hours. The mixture was concentrated in vacuo and the residue was dissolved in dichloromethane and washed with brine. The organic extracts were dried with magnesium sulfate, filtered, and concentrated in vacuo. The residue was purified by silica gel gradient chromatography (0-35% EtO...